Dataset: the Open Reaction Database (ORD), a public repository of structured organic reaction records. Task: describe an organic reaction: reactants, conditions, products, and yield Product: BrC=1C=CC(=C(C=NO)C1)OCC=C (5-bromo-2-allyloxybenzaldoxime). The reactants are Cl.NO (hydroxylamine hydrochloride), BrC=1C=CC(=C(C=O)C1)OCC=C.O1CCOCC1 (5-bromo-2-allyloxybenzaldehyde dioxane). Reported procedure: A 0.16 mol/L hydroxylamine hydrochloride/1 N sodium hydroxide solution was sent as a first fluid from the center at a ratio of supply pressure/back pressure of 0.15 MPa/0.07 MPa, a rotation speed of 500 rpm, and a sending temperature of 15° C., and a 0.12 mol/L 5-bromo-2-allyloxybenzaldehyde/dioxane solution was introduced as a second fluid into a space between the processing surfaces at 15 mL/min. The first fluid and the second fluid were mixed in a thin film fluid, and then a solution obtained... As a reaction SMILES: Cl.[NH2:2][OH:3].[Br:4][C:5]1[CH:6]=[CH:7][C:8]([O:13][CH2:14][CH:15]=[CH2:16])=[C:9]([CH:12]=1)[CH:10]=O.O1CCOCC1>>[Br:4][C:5]1[CH:6]=[CH:7][C:8]([O:13][CH2:14][CH:15]=[CH2:16])=[C:9]([CH:12]=1)[CH:10]=[N:2][OH:3] |f:0.1,2.3|. The reactants are CC(C=O)(C)N1C=NC(=C1)NC(C(CCC)NC(CC1=CC(=CC(=C1)F)F)=O)=O (2-[2-(3,5-Difluoro-phenyl)-acetylamino]-pentanoic acid [1-(1,1-dimethyl-2-oxo-ethyl)-1H-imidazol-4-yl]-amide), C(C1=CC=CC=C1)N (benzylamine). Yields the product C(C1=CC=CC=C1)NCC(C)(C)N1C=NC(=C1)NC(C(CCC)NC(CC1=CC(=CC(=C1)F)F)=O)=O (2-[2-(3,5-Difluoro-phenyl)-acetylamino]-pentanoic acid [1-(2-benzylamino-1,1-dimethyl-ethyl)-1H-imidazol-4-yl]-amide). Reaction SMILES: [CH3:1][C:2]([N:6]1[CH:10]=[C:9]([NH:11][C:12](=[O:29])[CH:13]([NH:17][C:18](=[O:28])[CH2:19][C:20]2[CH:25]=[C:24]([F:26])[CH:23]=[C:22]([F:27])[CH:21]=2)[CH2:14][CH2:15][CH3:16])[N:8]=[CH:7]1)([CH3:5])[CH:3]=O.[CH2:30]([NH2:37])[C:31]1[CH:36]=[CH:35][CH:34]=[CH:33][CH:32]=1>>[CH2:30]([NH:37][CH2:3][C:2]([N:6]1[CH:10]=[C:9]([NH:11][C:12](=[O:29])[CH:13]([NH:17][C:18](=[O:28])[CH2:19][C:20]2[CH:21]=[C:22]([F:27])[CH:23]=[C:24]([F:26])[CH:25]=2)[CH2:14][CH2:15][CH3:16])[N:8]=[CH:7]1)([CH3:5])[CH3:1])[C:31]1[CH:36]=[CH:35][CH:34]=[CH:33][CH:32]=1. Procedure details: 2-[2-(3,5-Difluoro-phenyl)-acetylamino]-pentanoic acid [1-(1,1-dimethyl-2-oxo-ethyl)-1H-imidazol-4-yl]-amide was reacted with benzylamine to afford the title compound: C13 NMR (100 MHz, CDCl3) 14.0, 18.9, 26.4, 26.5, 36.0, 43.1, 53.2, 54.1, 59.0, 59.3, 102.6, 102.9, 103.1, 105.2, 112.4, 112.6, 127.2, 128.2, 128.6, 131.7, 137.8, 138.8, 140.3, 161.9, 164.4, 164.5, 169.2; MS m/z 498.1 (M+1). Reactants: COC1=CC=C(C=C1)C1=C(N(C2=C(C=CC=C12)O)C)C (3-(4-methoxy-phenyl)-1,2-dimethyl-1H-indole-7-ol), C(C)OC(C(C)(C)Br)=O (2-bromo-2-methyl-propanoic acid ethylester). Product: C(C)OC(C(C)(C)OC=1C=CC=C2C(=C(N(C12)C)C)C1=CC=C(C=C1)OC)=O (2-[3-(4-Methoxy-phenyl)-1,2-dimethyl-1H-indole-7-yloxy]-2-methyl-propanoic acid ethylester). Reaction SMILES: [CH3:1][O:2][C:3]1[CH:8]=[CH:7][C:6]([C:9]2[C:17]3[C:12](=[C:13]([OH:18])[CH:14]=[CH:15][CH:16]=3)[N:11]([CH3:19])[C:10]=2[CH3:20])=[CH:5][CH:4]=1.[CH2:21]([O:23][C:24](=[O:29])[C:25](Br)([CH3:27])[CH3:26])[CH3:22]>>[CH2:21]([O:23][C:24](=[O:29])[C:25]([O:18][C:13]1[CH:14]=[CH:15][CH:16]=[C:17]2[C:12]=1[N:11]([CH3:19])[C:10]([CH3:20])=[C:9]2[C:6]1[CH:7]=[CH:8][C:3]([O:2][CH3:1])=[CH:4][CH:5]=1)([CH3:27])[CH3:26])[CH3:22]. Procedure details: The above compound was prepared from 3-(4-methoxy-phenyl)-1,2-dimethyl-1H-indole-7-ol and 2-bromo-2-methyl-propanoic acid ethylester using a procedure analogous to that of Example 10. Starting materials: ClC1=C(C=CC(=C1)N1N=CC(NC1=O)=O)C(C#N)(C)C1=CC=C(C=C1)F (2-chloro-4-(4,5-dihydro-3,5-dioxo-1,2,4-triazin-2(3H)-yl)-α-(4-fluorophenyl)-α-methylbenzeneacetonitrile). Reagents/catalysts: [Zn] (zinc). Run in C(C)(=O)O (acetic acid). Run at time 3 hour. The product is ClC1=C(C=CC(=C1)N1NCC(NC1=O)=O)C(C#N)(C)C1=CC=C(C=C1)F (2-chloro-α-(4-fluorophenyl)-α-methyl-4-(3,4,5,6-tetrahydro-3,5-dioxo-1,2,4-triazin-2(1H)-yl)benzeneacetonitrile). Isolated yield 53.6%. As a reaction SMILES: [Cl:1][C:2]1[CH:7]=[C:6]([N:8]2[C:13](=[O:14])[NH:12][C:11](=[O:15])[CH:10]=[N:9]2)[CH:5]=[CH:4][C:3]=1[C:16]([C:20]1[CH:25]=[CH:24][C:23]([F:26])=[CH:22][CH:21]=1)([CH3:19])[C:17]#[N:18]>[Zn].C(O)(=O)C>[Cl:1][C:2]1[CH:7]=[C:6]([N:8]2[C:13](=[O:14])[NH:12][C:11](=[O:15])[CH2:10][NH:9]2)[CH:5]=[CH:4][C:3]=1[C:16]([C:20]1[CH:21]=[CH:22][C:23]([F:26])=[CH:24][CH:25]=1)([CH3:19])[C:17]#[N:18]. Reported procedure: To a stirred and refluxed mixture of 1.5 parts of 2-chloro-4-(4,5-dihydro-3,5-dioxo-1,2,4-triazin-2(3H)-yl)-α-(4-fluorophenyl)-α-methylbenzeneacetonitrile and 75 parts of acetic acid were added portionwise 3 parts of zinc during a period of 30 minutes. Upon complete addition, stirring was continued for 3 hours at reflux. The reaction mixture was filtered while hot and the filtrate was concentrated in vacuo to 10 parts of its volume. Water was added to the concentrate. The precipitated product wa...